From a dataset of the Open Reaction Database (ORD), a public repository of structured organic reaction records. describe an organic reaction: reactants, conditions, products, and yield The reactants are C1(CC1)N1C=C(C(C2=C(C(=C(C(=C12)F)F)F)N)=O)C(=O)O (1-cyclopropyl-5-amino-6,7,8-trifluoro-1,4-dihydro-4-oxoquinoline-3-carboxylic acid), CN1CC(CC1)CO (1-methyl-3-hydroxymethylpyrrolidine), CN(C)C=O (DMF), [H-].[Na+] (sodium hydride), resultant mixture. The solvent is C(C)(=O)O (acetic acid). Yields the product CN1CC(CC1)COC1=C(C(=C2C(C(=CN(C2=C1F)C1CC1)C(=O)O)=O)N)F (7-[(1-Methyl-3-pyrrolidinylmethyl)oxy]-1-cyclopropyl-5-amino-6,8-difluoro-1,4-dihydro-4-oxoquinoline-3-carboxylic acid), powder. As a reaction SMILES: [CH:1]1([N:4]2[C:13]3[C:8](=[C:9]([NH2:17])[C:10]([F:16])=[C:11](F)[C:12]=3[F:14])[C:7](=[O:18])[C:6]([C:19]([OH:21])=[O:20])=[CH:5]2)[CH2:3][CH2:2]1.[CH3:22][N:23]1[CH2:27][CH2:26][CH:25]([CH2:28][OH:29])[CH2:24]1.CN(C=O)C.[H-].[Na+]>C(O)(=O)C>[CH3:22][N:23]1[CH2:27][CH2:26][CH:25]([CH2:28][O:29][C:11]2[C:12]([F:14])=[C:13]3[C:8]([C:7](=[O:18])[C:6]([C:19]([OH:21])=[O:20])=[CH:5][N:4]3[CH:1]3[CH2:3][CH2:2]3)=[C:9]([NH2:17])[C:10]=2[F:16])[CH2:24]1 |f:3.4|. Procedure details: To a mixture of 596 mg of 1-cyclopropyl-5-amino-6,7,8-trifluoro-1,4-dihydro-4-oxoquinoline-3-carboxylic acid, 460 mg of 1-methyl-3-hydroxymethylpyrrolidine and 5 ml of DMF was added 262 mg of 55% sodium hydride while the former was stirred at room temperature. After the resultant mixture was stirred for 1 hour at room temperature, 360 mg of acetic acid was added and DMF was distilled off under reduced pressure. The residue was purified by chromatography on silica gel (chloroform/methanol: 3/1), ...